From a dataset of the Open Reaction Database (ORD), a public repository of structured organic reaction records. describe an organic reaction: reactants, conditions, products, and yield Starting materials: CN1CCC(=CC1)C1=CNC2=CC=C(C=C12)C(F)(F)F (3 -(1-methyl-1,2,3,6-tetrahydro-4-pyridinyl)-5-trifluoromethyl-1H-indole), FC1=CC=C(C(=O)Cl)C=C1 (4-fluorobenzoyl chloride), Cl (HCl). Yields the product FC1=CC=C(C(=O)N2C=C(C3=CC(=CC=C23)C(F)(F)F)C=2CCN(CC2)C)C=C1 (1-(4-Fluorobenzoyl)-3-(1-methyl-1,2,3,6-tetrahydro-4-pyridinyl)-5-trifluoromethylindole). Reaction SMILES: [CH3:1][N:2]1[CH2:7][CH:6]=[C:5]([C:8]2[C:16]3[C:11](=[CH:12][CH:13]=[C:14]([C:17]([F:20])([F:19])[F:18])[CH:15]=3)[NH:10][CH:9]=2)[CH2:4][CH2:3]1.[F:21][C:22]1[CH:30]=[CH:29][C:25]([C:26](Cl)=[O:27])=[CH:24][CH:23]=1.Cl>>[F:21][C:22]1[CH:30]=[CH:29][C:25]([C:26]([N:10]2[C:11]3[C:16](=[CH:15][C:14]([C:17]([F:20])([F:18])[F:19])=[CH:13][CH:12]=3)[C:8]([C:5]3[CH2:4][CH2:3][N:2]([CH3:1])[CH2:7][CH:6]=3)=[CH:9]2)=[O:27])=[CH:24][CH:23]=1. Reported procedure: (22.8 mg, 79%); from 3 -(1-methyl-1,2,3,6-tetrahydro-4-pyridinyl)-5-trifluoromethyl-1H-indole (Example 4i, 20 mg, 0.071 mmol) and 4-fluorobenzoyl chloride (17.0 mg, 0.107 mmol), HRMS-FAB+ for C22H18N2OF4, calculated MH+ (--HCl): 403.14344; found: 403.14104. Yields the product Cc1cc2c(cc1C(F)(F)F)N(Cc1ccc(C(=O)O)cc1)CCCC2N(Cc1cc(C(F)(F)F)cc(C(F)(F)F)c1)c1nnn(C)n1. The reactants are COC(=O)c1ccc(CN2CCCC(N(Cc3cc(C(F)(F)F)cc(C(F)(F)F)c3)c3nnn(C)n3)c3cc(C)c(C(F)(F)F)cc32)cc1, CO, Cl, [Na+], [OH-]. As a reaction SMILES: [CH3:3][O:4][C:5]([c:6]1[cH:7][cH:8][c:9]([CH2:12][N:13]2[c:14]3[c:15]([cH:42][c:43]([CH3:50])[c:44]([C:46]([F:47])([F:48])[F:49])[cH:45]3)[CH:16]([N:20]([c:21]3[n:22][n:23][n:24]([CH3:26])[n:25]3)[CH2:27][c:28]3[cH:29][c:30]([C:38]([F:39])([F:40])[F:41])[cH:31][c:32]([C:34]([F:35])([F:36])[F:37])[cH:33]3)[CH2:17][CH2:18][CH2:19]2)[cH:10][cH:11]1)=[O:51].[CH3:53][OH:54].[ClH:52].[Na+:2].[OH-:1]>>[O:4]=[C:5]([c:6]1[cH:7][cH:8][c:9]([CH2:12][N:13]2[c:14]3[c:15]([cH:42][c:43]([CH3:50])[c:44]([C:46]([F:47])([F:48])[F:49])[cH:45]3)[CH:16]([N:20]([c:21]3[n:22][n:23][n:24]([CH3:26])[n:25]3)[CH2:27][c:28]3[cH:29][c:30]([C:38]([F:39])([F:40])[F:41])[cH:31][c:32]([C:34]([F:35])([F:36])[F:37])[cH:33]3)[CH2:17][CH2:18][CH2:19]2)[cH:10][cH:11]1)[OH:51]. Starting materials: COC(=O)C(=Cc1ccccc1)Sc1nc(OC)cc(OC)n1, CCO, [K+], [OH-], O. Yields the product COc1cc(OC)nc(SC(=Cc2ccccc2)C(=O)O)n1. As a reaction SMILES: [CH3:1][O:2][c:3]1[n:4][c:5]([S:11][C:12]([C:13](=[O:14])[O:15][CH3:16])=[CH:17][c:18]2[cH:19][cH:20][cH:21][cH:22][cH:23]2)[n:6][c:7]([O:9][CH3:10])[cH:8]1.[CH3:26][CH2:27][OH:28].[K+:25].[OH-:24].[OH2:29]>>[CH3:1][O:2][c:3]1[n:4][c:5]([S:11][C:12]([C:13](=[O:14])[OH:15])=[CH:17][c:18]2[cH:19][cH:20][cH:21][cH:22][cH:23]2)[n:6][c:7]([O:9][CH3:10])[cH:8]1. Reactants: Cl (Hydrochloride), N[C@H](C(=O)OCC)CC1=CC=C(C=C1)[N+](=O)[O-] (ethyl (S)-2-amino-3-(4-nitrophenyl)propionate), [OH-].[Na+] (sodium hydroxide), C(C1=CC=CC=C1)OC(=O)Cl (benzyloxycarbonyl chloride), [OH-].[Na+] (sodium hydroxide), C(O)([O-])=O.[Na+] (sodium hydrogen carbonate). The solvent is O1CCCC1 (tetrahydrofuran), O (water), O1CCCC1 (tetrahydrofuran). Conditions: time 4 hour. Product: C(C1=CC=CC=C1)OC(=O)N[C@H](C(=O)OCC)CC1=CC=C(C=C1)[N+](=O)[O-] (ethyl (S)-2-(benzyloxycarbonylamino)-3-(4-nitrophenyl)propionate). Isolated yield 55.0%. Reaction SMILES: Cl.[NH2:2][C@@H:3]([CH2:9][C:10]1[CH:15]=[CH:14][C:13]([N+:16]([O-:18])=[O:17])=[CH:12][CH:11]=1)[C:4]([O:6][CH2:7][CH3:8])=[O:5].[OH-].[Na+].[CH2:21]([O:28][C:29](Cl)=[O:30])[C:22]1[CH:27]=[CH:26][CH:25]=[CH:24][CH:23]=1.C(=O)([O-])O.[Na+]>O1CCCC1.O>[CH2:21]([O:28][C:29]([NH:2][C@@H:3]([CH2:9][C:10]1[CH:11]=[CH:12][C:13]([N+:16]([O-:18])=[O:17])=[CH:14][CH:15]=1)[C:4]([O:6][CH2:7][CH3:8])=[O:5])=[O:30])[C:22]1[CH:27]=[CH:26][CH:25]=[CH:24][CH:23]=1 |f:2.3,5.6|. Procedure details: Hydrochloride (1.00 g, 3.64 mmol) of ethyl (S)-2-amino-3-(4-nitrophenyl)propionate was dissolved in a mixed solution of tetrahydrofuran (10 ml), water (10 ml) and a 1N aqueous sodium hydroxide solution (3.64 ml) and a solution of benzyloxycarbonyl chloride (0.57 ml, 3.99 mmol) dissolved in tetrahydrofuran (3.5 ml) and a 1N aqueous sodium hydroxide solution (3.64 ml, 3.64 mmol) were simultaneously added dropwise under ice-cooling, which was followed by stirring at room temperature for 4 hours. A ... Reactants: C1CCC(CC1)N=C=NC2CCCCC2 (DCC), N([C@@H](CCCNC(N)=N)C(=O)O)C(=O)OCC1=CC=CC=C1 (Z-Arg-OH), Cl (HCl), NCC(=O)OC(C)(C)C (H-Gly-OtBu), C=1C=CC2=C(C1)N=NN2O (HOBt). The solvent is CN(C=O)C (dimethylformamide). Run at temperature 0 celsius, time 3 hour. Yields the product N([C@@H](CCCNC(N)=N)C(=O)NCC(=O)OC(C)(C)C)C(=O)OCC1=CC=CC=C1 (Z-Arg-Gly-OtBu). Reaction SMILES: C1CCC(N=C=NC2CCCCC2)CC1.[NH:16]([C:28]([O:30][CH2:31][C:32]1[CH:37]=[CH:36][CH:35]=[CH:34][CH:33]=1)=[O:29])[C@H:17]([C:25]([OH:27])=O)[CH2:18][CH2:19][CH2:20][NH:21][C:22](=[NH:24])[NH2:23].Cl.[NH2:39][CH2:40][C:41]([O:43][C:44]([CH3:47])([CH3:46])[CH3:45])=[O:42].C1C=CC2N(O)N=NC=2C=1>CN(C)C=O>[NH:16]([C:28]([O:30][CH2:31][C:32]1[CH:37]=[CH:36][CH:35]=[CH:34][CH:33]=1)=[O:29])[C@H:17]([C:25]([NH:39][CH2:40][C:41]([O:43][C:44]([CH3:47])([CH3:46])[CH3:45])=[O:42])=[O:27])[CH2:18][CH2:19][CH2:20][NH:21][C:22](=[NH:24])[NH2:23]. Procedure: 39.6 g of DCC are added at 0° C. to a solution of 55 g of Z-Arg-OH, 30.18 g of HCl.H-Gly-OtBu and 24.3 g of HOBt in 400 ml of dimethylformamide. The mixture is left to stir at 0° C. for 1 hour and at room temperature for 3 hours and to stand at room temperature overnight. The DC-urea is filtered off with suction and the filtrate is concentrated. The residue is subjected to countercurrent partition between ethyl acetate and saturated NaHCO3 solution (400 ml each). This results in the required sub... Starting materials: CC(=O)O[BH-](OC(C)=O)OC(C)=O, O=C([O-])O, COc1ccc2c(c1)c(C)cc(=O)n2CC=O, CC(=O)O, ClC(Cl)Cl, [Na+], [Na+], CC(C)(C)OC(=O)N(Cc1ccc2c(c1)OCCO2)C1CCNCC1. The product is COc1ccc2c(c1)c(C)cc(=O)n2CCN1CCC(N(Cc2ccc3c(c2)OCCO3)C(=O)OC(C)(C)C)CC1. Reaction SMILES: [C:43]([O:44][BH-:45]([O:46][C:47](=[O:48])[CH3:49])[O:50][C:51](=[O:52])[CH3:53])(=[O:54])[CH3:55].[C:57](=[O:58])([O-:59])[OH:60].[CH3:1][c:2]1[cH:3][c:4](=[O:17])[n:5]([CH2:14][CH:15]=[O:16])[c:6]2[cH:7][cH:8][c:9]([O:12][CH3:13])[cH:10][c:11]12.[CH3:62][C:63](=[O:64])[OH:65].[CH:66]([Cl:67])([Cl:68])[Cl:69].[Na+:56].[Na+:61].[O:18]1[CH2:19][CH2:20][O:21][c:22]2[c:23]1[cH:24][cH:25][c:26]([CH2:28][N:29]([C:30]([O:31][C:32]([CH3:33])([CH3:34])[CH3:35])=[O:36])[CH:37]1[CH2:38][CH2:39][NH:40][CH2:41][CH2:42]1)[cH:27]2>>[CH3:1][c:2]1[cH:3][c:4](=[O:17])[n:5]([CH2:14][CH2:15][N:40]2[CH2:39][CH2:38][CH:37]([N:29]([CH2:28][c:26]3[cH:25][cH:24][c:23]4[c:22]([cH:27]3)[O:21][CH2:20][CH2:19][O:18]4)[C:30]([O:31][C:32]([CH3:33])([CH3:34])[CH3:35])=[O:36])[CH2:42][CH2:41]2)[c:6]2[cH:7][cH:8][c:9]([O:12][CH3:13])[cH:10][c:11]12. Reactants: COC(=O)c1cc(C#N)cc2c1c(C)cn2C(C)C, C1CCOC1, CO, [Na+], [OH-]. Yields the product Cc1cn(C(C)C)c2cc(C#N)cc(C(=O)O)c12. Reaction SMILES: [C:1](#[N:2])[c:3]1[cH:4][c:5]([C:16](=[O:17])[O:18][CH3:19])[c:6]2[c:7]([CH3:15])[cH:8][n:9]([CH:12]([CH3:13])[CH3:14])[c:10]2[cH:11]1.[CH2:24]1[O:25][CH2:26][CH2:27][CH2:28]1.[CH3:20][OH:21].[Na+:23].[OH-:22]>>[C:1](#[N:2])[c:3]1[cH:4][c:5]([C:16](=[O:17])[OH:18])[c:6]2[c:7]([CH3:15])[cH:8][n:9]([CH:12]([CH3:13])[CH3:14])[c:10]2[cH:11]1. The reactants are [BH4-], CO, COCOc1c(C(F)(F)F)ccc(C=O)c1C(OC)OC, [Na+], C1CCOC1, O. Product: COCOc1c(C(F)(F)F)ccc(CO)c1C(OC)OC. RXN SMILES: [BH4-:1].[CH3:25][OH:26].[CH3:3][O:4][CH:5]([c:6]1[c:7]([CH:8]=[O:9])[cH:10][cH:11][c:12]([C:18]([F:19])([F:20])[F:21])[c:13]1[O:14][CH2:15][O:16][CH3:17])[O:22][CH3:23].[Na+:2].[O:27]1[CH2:28][CH2:29][CH2:30][CH2:31]1.[OH2:24]>>[CH3:3][O:4][CH:5]([c:6]1[c:7]([CH2:8][OH:9])[cH:10][cH:11][c:12]([C:18]([F:19])([F:20])[F:21])[c:13]1[O:14][CH2:15][O:16][CH3:17])[O:22][CH3:23]. Starting materials: O=C([O-])O, CC(=O)O, Cl, N#CO[K], NCCn1nnnc1Sc1ccc([N+](=O)[O-])cc1[N+](=O)[O-], [Na+], O. The product is NC(=O)NCCn1nnnc1Sc1ccc([N+](=O)[O-])cc1[N+](=O)[O-]. RXN SMILES: [C:1](=[O:2])([OH:3])[O-:4].[CH3:33][C:34](=[O:35])[OH:36].[ClH:11].[K:6][O:7][C:8]#[N:9].[NH2:12][CH2:13][CH2:14][n:15]1[n:16][n:17][n:18][c:19]1[S:20][c:21]1[c:22]([N+:30](=[O:31])[O-:32])[cH:23][c:24]([N+:27](=[O:28])[O-:29])[cH:25][cH:26]1.[Na+:5].[OH2:10]>>[O:7]=[C:8]([NH2:9])[NH:12][CH2:13][CH2:14][n:15]1[n:16][n:17][n:18][c:19]1[S:20][c:21]1[c:22]([N+:30](=[O:31])[O-:32])[cH:23][c:24]([N+:27](=[O:28])[O-:29])[cH:25][cH:26]1.